From a dataset of the Open Reaction Database (ORD), a public repository of structured organic reaction records. describe an organic reaction: reactants, conditions, products, and yield Starting materials: O=C1N(C(N2C1CNCC2)=O)NC([C@H](CC(C)C)[C@H](C\C=C\C2=CC=CC=C2)C(=O)O)=O ((E)-N-(1,2,3,5,6,7,8,8a(RS)-octahydro-1,3-dioxoimidazo[1,5-a]pyrazin-2-yl)-2(R)-[1(S)-(carboxy)-4-phenyl-3-butenyl]-4-methylvaleramide), C(C1=CC=CC=C1)ON (O-benzylhydroxylamine), Cl.C(C)N=C=NCCCN(C)C (1-ethyl-3-(3-dimethylaminopropyl)-carbodiimide hydrochloride). The solvent is CN(C=O)C (dimethylformamide), C(C)(=O)OCC (ethyl acetate). Conditions: time 4 hour. The product is O=C1N(C(N2C1CNCC2)=O)NC([C@H](CC(C)C)[C@H](C\C=C\C2=CC=CC=C2)C(NOCC2=CC=CC=C2)=O)=O ((E)-N-(1,2,3,5,6,7,8,8a(RS)-octahydro-1,3-dioxoimidazo[1,5-a]pyrazin-2-yl)-2(R)-[1(S)-(benzyloxycarbamoyl)-4-phenyl-3-butenyl]-4-methylvaleramide). The yield is 31.2%. RXN SMILES: [O:1]=[C:2]1[CH:6]2[CH2:7][NH:8][CH2:9][CH2:10][N:5]2[C:4](=[O:11])[N:3]1[NH:12][C:13](=[O:32])[C@@H:14]([C@@H:19]([C:29]([OH:31])=O)[CH2:20]/[CH:21]=[CH:22]/[C:23]1[CH:28]=[CH:27][CH:26]=[CH:25][CH:24]=1)[CH2:15][CH:16]([CH3:18])[CH3:17].[CH2:33]([O:40][NH2:41])[C:34]1[CH:39]=[CH:38][CH:37]=[CH:36][CH:35]=1.Cl.C(N=C=NCCCN(C)C)C>CN(C)C=O.C(OCC)(=O)C>[O:1]=[C:2]1[CH:6]2[CH2:7][NH:8][CH2:9][CH2:10][N:5]2[C:4](=[O:11])[N:3]1[NH:12][C:13](=[O:32])[C@@H:14]([C@@H:19]([C:29](=[O:31])[NH:41][O:40][CH2:33][C:34]1[CH:39]=[CH:38][CH:37]=[CH:36][CH:35]=1)[CH2:20]/[CH:21]=[CH:22]/[C:23]1[CH:28]=[CH:27][CH:26]=[CH:25][CH:24]=1)[CH2:15][CH:16]([CH3:18])[CH3:17] |f:2.3|. Reported procedure: A solution of 0.415 g of (E)-N-(1,2,3,5,6,7,8,8a(RS)-octahydro-1,3-dioxoimidazo[1,5-a]pyrazin-2-yl)-2(R)-[1(S)-(carboxy)-4-phenyl-3-butenyl]-4-methylvaleramide in 0.25 ml of dimethylformamide was treated with 0.461 g of O-benzylhydroxylamine and 0.173 g of 1-ethyl-3-(3-dimethylaminopropyl)-carbodiimide hydrochloride and stirred at room temperature for 4 hours. Evaporation gave a residue which was dissolved in ethyl acetate and washed with 5% aqueous sodium hydrogen carbonate and saturated aqueou... Starting materials: C(C=C)(=O)Cl (acryloyl chloride), OP(=O)([O-])[O-].[Na+].[Na+] (sodium phosphate dibasic), FC1=C(N)C=CC=C1 (2-fluoroaniline). Solvent: C(Cl)Cl (methylene chloride). Reaction conditions: time 12 hour. The product is FC1=C(C=CC=C1)NC(C=C)=O (N-(2-fluorophenyl)acrylamide). Yield: 67.3%. RXN SMILES: [C:1](Cl)(=[O:4])[CH:2]=[CH2:3].OP([O-])([O-])=O.[Na+].[Na+].[F:13][C:14]1[CH:20]=[CH:19][CH:18]=[CH:17][C:15]=1[NH2:16]>C(Cl)Cl>[F:13][C:14]1[CH:20]=[CH:19][CH:18]=[CH:17][C:15]=1[NH:16][C:1](=[O:4])[CH:2]=[CH2:3] |f:1.2.3|. Procedure: To a solution of acryloyl chloride (0.70 mL, 8.63 mmol) and sodium phosphate dibasic (2.45 g, 17.26 mmol) in anhydrous methylene chloride (18.0 mL) at 0° C. was added dropwise 2-fluoroaniline (0.834 mL, 8.63 mmol). The reaction mixture was stirred at room temperature for 12 h. It was then filtered over a celite pad, washed with methylene chloride (50 mL) and concentrated to afford N-(2-fluorophenyl)acrylamide (C-4) as a white solid (0.959 g, 68% yield). MS (M+1): m/e 166. This material was used ... RXN SMILES: [Br:1][c:2]1[cH:3][c:4]2[cH:5][cH:6][n:7]([CH2:11][c:12]3[cH:13][cH:14][c:15]([F:18])[cH:16][cH:17]3)[c:8]2[cH:9][cH:10]1.[F:19][C:20]([O:21][c:22]1[cH:23][cH:24][c:25]([B:28]([OH:29])[OH:30])[cH:26][cH:27]1)([F:31])[F:32]>>[c:2]1(-[c:25]2[cH:24][cH:23][c:22]([O:21][C:20]([F:19])([F:31])[F:32])[cH:27][cH:26]2)[cH:3][c:4]2[cH:5][cH:6][n:7]([CH2:11][c:12]3[cH:13][cH:14][c:15]([F:18])[cH:16][cH:17]3)[c:8]2[cH:9][cH:10]1. Reactants: Fc1ccc(Cn2ccc3cc(Br)ccc32)cc1, OB(O)c1ccc(OC(F)(F)F)cc1. Product: Fc1ccc(Cn2ccc3cc(-c4ccc(OC(F)(F)F)cc4)ccc32)cc1. The reactants are ClC1=NC=CC(=N1)N1C(NC(C(=C1)C1C2=C(C=CC3=C1C=CC=C3)C=CC=C2)=O)=O (1-[2-Chloropyrimidin-4-yl}-5-[5H-dibenzo[a,d]cyclohepten-5-yl}-2,4(1H,3H)-pyrimidinedione), Cl.COC(CN)=O (glycine methyl ester hydrochloride), C(C)(C)N(C(C)C)CC (N,N-diisopropylethylamine). The solvent is CN1C(CCC1)=O (1-methyl-2-pyrrolidinone). Reaction conditions: temperature 90 celsius. Product: C1=CC=CC=2C(C3=C(C=CC21)C=CC=C3)C=3C(NC(N(C3)C3=NC(=NC=C3)NCC(=O)OC)=O)=O (N-[4-[5-{5H-Dibenzo[a,d]cyclohepten-5-yl}-3,4-dihydro-2,4-dioxo-1(2H)-pyrimidinyl]pyrimidin-2-yl]glycine, methyl ester). RXN SMILES: Cl[C:2]1[N:7]=[C:6]([N:8]2[CH:13]=[C:12]([CH:14]3[C:20]4[CH:21]=[CH:22][CH:23]=[CH:24][C:19]=4[CH:18]=[CH:17][C:16]4[CH:25]=[CH:26][CH:27]=[CH:28][C:15]3=4)[C:11](=[O:29])[NH:10][C:9]2=[O:30])[CH:5]=[CH:4][N:3]=1.Cl.[CH3:32][O:33][C:34](=[O:37])[CH2:35][NH2:36].C(N(CC)C(C)C)(C)C>CN1CCCC1=O>[CH:25]1[C:16]2[CH:17]=[CH:18][C:19]3[CH:24]=[CH:23][CH:22]=[CH:21][C:20]=3[CH:14]([C:12]3[C:11](=[O:29])[NH:10][C:9](=[O:30])[N:8]([C:6]4[CH:5]=[CH:4][N:3]=[C:2]([NH:36][CH2:35][C:34]([O:33][CH3:32])=[O:37])[N:7]=4)[CH:13]=3)[C:15]=2[CH:28]=[CH:27][CH:26]=1 |f:1.2|. Procedure details: A mixture of the product from example 6 step (i) (1 g), glycine methyl ester hydrochloride (0.339 g) and N,N-diisopropylethylamine (1.13 ml) in 1-methyl-2-pyrrolidinone (20 ml) was heated at 90° C. for 7 hours. The mixture was partitioned between ethyl acetate and water. The organic phase was washed with water, dried (MgSO4) and evaporated. The residue was dissolved in methanol/chloroform and the product precipitated by the addition of 50% ethyl acetate in isohexane. Yield 0.96 g.